From a dataset of the Open Reaction Database (ORD), a public repository of structured organic reaction records. describe an organic reaction: reactants, conditions, products, and yield Reactants: CCCCC(=O)Cl, ClCCl, CC1(O)C(CO)OC(n2ccc(=O)[nH]c2=O)C1(C)F, O. The product is CCCCC(=O)OCC1OC(n2ccc(=O)[nH]c2=O)C(C)(F)C1(C)O. Reaction SMILES: [C:20]([CH2:21][CH2:22][CH2:23][CH3:24])(=[O:25])[Cl:26].[Cl:28][CH2:29][Cl:30].[F:1][C:2]1([CH3:19])[CH:3]([n:11]2[c:12](=[O:18])[nH:13][c:14](=[O:17])[cH:15][cH:16]2)[O:4][CH:5]([CH2:9][OH:10])[C:6]1([CH3:7])[OH:8].[OH2:27]>>[F:1][C:2]1([CH3:19])[CH:3]([n:11]2[c:12](=[O:18])[nH:13][c:14](=[O:17])[cH:15][cH:16]2)[O:4][CH:5]([CH2:9][O:10][C:20]([CH2:21][CH2:22][CH2:23][CH3:24])=[O:25])[C:6]1([CH3:7])[OH:8]. The reactants are C1CCOC1, CO, CCOC(=O)CNC(=O)CC1CC(c2cccc(Cl)c2)C(c2ccc(Cl)cc2)N(CC2CC2)C1=O, Cl, [Li+], [OH-], O, O. The product is O=C(O)CNC(=O)CC1CC(c2cccc(Cl)c2)C(c2ccc(Cl)cc2)N(CC2CC2)C1=O. Reaction SMILES: [CH2:42]1[O:43][CH2:44][CH2:45][CH2:46]1.[CH3:40][OH:41].[Cl:1][c:2]1[cH:3][c:4]([CH:8]2[CH2:9][CH:10]([CH2:26][C:27](=[O:28])[NH:29][CH2:30][C:31](=[O:32])[O:33][CH2:34][CH3:35])[C:11](=[O:25])[N:12]([CH2:21][CH:22]3[CH2:23][CH2:24]3)[CH:13]2[c:14]2[cH:15][cH:16][c:17]([Cl:20])[cH:18][cH:19]2)[cH:5][cH:6][cH:7]1.[ClH:39].[Li+:36].[OH-:37].[OH2:38].[OH2:47]>>[Cl:1][c:2]1[cH:3][c:4]([CH:8]2[CH2:9][CH:10]([CH2:26][C:27](=[O:28])[NH:29][CH2:30][C:31](=[O:32])[OH:33])[C:11](=[O:25])[N:12]([CH2:21][CH:22]3[CH2:23][CH2:24]3)[CH:13]2[c:14]2[cH:15][cH:16][c:17]([Cl:20])[cH:18][cH:19]2)[cH:5][cH:6][cH:7]1. Starting materials: CCNc1ccc(NC(=O)CN(C)C)cc1N=C1SC(=C2Sc3ccc(OCCCl)cc3N2C)C(=O)N1Cc1ccccc1, CCCC[N+](CCCC)(CCCC)CCCC, CC(=O)[O-], CO, Cl, [I-], [Na+], [Na+], CN(C)C=O, [OH-], O. The product is CCNc1ccc(NC(=O)CN(C)C)cc1N=C1SC(=C2Sc3ccc(OCCO)cc3N2C)C(=O)N1Cc1ccccc1. RXN SMILES: [CH2:1]([c:2]1[cH:3][cH:4][cH:5][cH:6][cH:7]1)[N:8]1[C:9](=[N:28][c:29]2[cH:30][c:31]([NH:38][C:39]([CH2:40][N:41]([CH3:42])[CH3:43])=[O:44])[cH:32][cH:33][c:34]2[NH:35][CH2:36][CH3:37])[S:10][C:11](=[C:14]2[S:15][c:16]3[c:17]([cH:20][c:21]([O:24][CH2:25][CH2:26][Cl:27])[cH:22][cH:23]3)[N:18]2[CH3:19])[C:12]1=[O:13].[CH2:54]([N+:55]([CH2:56][CH2:57][CH2:58][CH3:59])([CH2:60][CH2:61][CH2:62][CH3:63])[CH2:64][CH2:65][CH2:66][CH3:67])[CH2:68][CH2:69][CH3:70].[CH3:46][C:47]([O-:48])=[O:49].[CH3:72][OH:73].[ClH:52].[I-:53].[Na+:45].[Na+:51].[O:74]=[CH:75][N:76]([CH3:77])[CH3:78].[OH-:50].[OH2:71]>>[CH2:1]([c:2]1[cH:3][cH:4][cH:5][cH:6][cH:7]1)[N:8]1[C:9](=[N:28][c:29]2[cH:30][c:31]([NH:38][C:39]([CH2:40][N:41]([CH3:42])[CH3:43])=[O:44])[cH:32][cH:33][c:34]2[NH:35][CH2:36][CH3:37])[S:10][C:11](=[C:14]2[S:15][c:16]3[c:17]([cH:20][c:21]([O:24][CH2:25][CH2:26][OH:48])[cH:22][cH:23]3)[N:18]2[CH3:19])[C:12]1=[O:13]. Reactants: N1C(=O)C(=O)C2=CC=CC=C12 (isatin), NC1=C(CN)C=CC=C1 (2-aminobenzylamine). Yields the product C1=C2C3=C(C(NC2=CC=C1)=O)C1=CC=CC=C1N3 (5,11-dihydro-indolo[3,2-c]quinolin-6-one). Reaction SMILES: N1[C:11]2[C:6](=[CH:7][CH:8]=[CH:9][CH:10]=2)[C:4](=O)[C:2]1=[O:3].[NH2:12][C:13]1[CH:20]=[CH:19][CH:18]=[CH:17][C:14]=1[CH2:15][NH2:16]>>[CH:17]1[CH:18]=[CH:19][CH:20]=[C:13]2[C:14]=1[C:15]1[NH:16][C:11]3[C:6](=[CH:7][CH:8]=[CH:9][CH:10]=3)[C:4]=1[C:2](=[O:3])[NH:12]2. Procedure: Specifically, as shown in Scheme 1, reaction of isatin (1) and 2-aminobenzylamine (2) gives 5,11-dihydro-indolo[3,2-c]quinolin-6-one (3), which may be treated with POCl3 to yield 6-chloro-11H-indolo[3,2-c]quinoline (4), which may be further reacted with either an amine of formula R—NH2 or a diamine of formula H2N—R—NH2 to give a corresponding compound of either formula (IA) or formula (IB). The reactants are Cc1c(C(=O)O)cnn1-c1ccc(Cl)cc1, N#Cc1cc(N)ccc1N1CCN(C2CCSCC2)CC1. Yields the product Cc1c(C(=O)Nc2ccc(N3CCN(C4CCSCC4)CC3)c(C#N)c2)cnn1-c1ccc(Cl)cc1. RXN SMILES: [Cl:1][c:2]1[cH:3][cH:4][c:5](-[n:8]2[n:9][cH:10][c:11]([C:14](=[O:15])[OH:16])[c:12]2[CH3:13])[cH:6][cH:7]1.[NH2:17][c:18]1[cH:19][cH:20][c:21]([N:26]2[CH2:27][CH2:28][N:29]([CH:32]3[CH2:33][CH2:34][S:35][CH2:36][CH2:37]3)[CH2:30][CH2:31]2)[c:22]([C:23]#[N:24])[cH:25]1>>[Cl:1][c:2]1[cH:3][cH:4][c:5](-[n:8]2[n:9][cH:10][c:11]([C:14](=[O:16])[NH:17][c:18]3[cH:19][cH:20][c:21]([N:26]4[CH2:27][CH2:28][N:29]([CH:32]5[CH2:33][CH2:34][S:35][CH2:36][CH2:37]5)[CH2:30][CH2:31]4)[c:22]([C:23]#[N:24])[cH:25]3)[c:12]2[CH3:13])[cH:6][cH:7]1. The reactants are CC(=O)O, O=[N+]([O-])c1cnc(Cl)c(Cl)c1, [Fe], O. As a reaction SMILES: [CH3:13][C:14](=[O:15])[OH:16].[Cl:1][c:2]1[n:3][cH:4][c:5]([N+:9]([O-:10])=[O:11])[cH:6][c:7]1[Cl:8].[Fe:17].[OH2:12]>>[Cl:1][c:2]1[n:3][cH:4][c:5]([NH2:9])[cH:6][c:7]1[Cl:8]. The product is Nc1cnc(Cl)c(Cl)c1.